Dataset: the Open Reaction Database (ORD), a public repository of structured organic reaction records. Task: describe an organic reaction: reactants, conditions, products, and yield Starting materials: C1OC=2C=C(C=CC2O1)CC(=O)OC (methyl 3,4-methylenedioxyphenylacetate), Cl[Sn](Cl)(Cl)Cl (SnCl4), C(C1=CC=C(C=C1)OC)(=O)Cl (4-anisoyl chloride). Solvent: C(Cl)Cl (CH2Cl2). Product: COC1=CC=C(C(=O)C2=C(C=C3C(=C2)OCO3)CC(=O)OC)C=C1 (Methyl 2-(4-Methoxybenzoyl)-4,5-methylenedioxyphenylacetate). Reaction SMILES: [CH2:1]1[O:9][C:8]2[CH:7]=[CH:6][C:5]([CH2:10][C:11]([O:13][CH3:14])=[O:12])=[CH:4][C:3]=2[O:2]1.Cl[Sn](Cl)(Cl)Cl.[C:20](Cl)(=[O:29])[C:21]1[CH:26]=[CH:25][C:24]([O:27][CH3:28])=[CH:23][CH:22]=1>C(Cl)Cl>[CH3:28][O:27][C:24]1[CH:25]=[CH:26][C:21]([C:20]([C:6]2[CH:7]=[C:8]3[O:9][CH2:1][O:2][C:3]3=[CH:4][C:5]=2[CH2:10][C:11]([O:13][CH3:14])=[O:12])=[O:29])=[CH:22][CH:23]=1. Reported procedure: The title compound was prepared from methyl 3,4-methylenedioxyphenylacetate (244 mg, 1.26 mmol) in CH2Cl2 (5 mL), SnCl4 (1.0M solution in CH2Cl2 ; 2.5 mL 2.5 mmol) and 4-anisoyl chloride (220 μL, 1.62 mmol) as a white solid (110 mg, 27%). 1H NMR (CDCl3) 7.78 (d, 2H, J=8.6), 6.93 (d, 2H, J=8.6), 6.86 (s, 1H), 6.83 (s, 1H), 6.03 (s, 2H), 3.88 (s, 3H), 3.75 (s, 2H), 3.59 (s, 3H). Reactants: CS(C)=O, Fc1ccc(CCN2CCC(N3CCc4ccc(CCl)cc43)CC2)cc1, N#C[Na], O. Product: N#CCc1ccc2c(c1)N(C1CCN(CCc3ccc(F)cc3)CC1)CC2. As a reaction SMILES: [CH3:1][S:2](=[O:3])[CH3:4].[F:8][c:9]1[cH:10][cH:11][c:12]([CH2:13][CH2:14][N:15]2[CH2:16][CH2:17][CH:18]([N:21]3[CH2:22][CH2:23][c:24]4[cH:25][cH:26][c:27]([CH2:30][Cl:31])[cH:28][c:29]43)[CH2:19][CH2:20]2)[cH:32][cH:33]1.[Na:5][C:6]#[N:7].[OH2:34]>>[C:6](#[N:7])[CH2:30][c:27]1[cH:26][cH:25][c:24]2[c:29]([cH:28]1)[N:21]([CH:18]1[CH2:17][CH2:16][N:15]([CH2:14][CH2:13][c:12]3[cH:11][cH:10][c:9]([F:8])[cH:33][cH:32]3)[CH2:20][CH2:19]1)[CH2:22][CH2:23]2.